From a dataset of the Open Reaction Database (ORD), a public repository of structured organic reaction records. describe an organic reaction: reactants, conditions, products, and yield Reactants: ClC=1C=C2C(=CNC2=CC1)CN1N=C2N(C(N(C(C2=C1C1=CC(=CN1C)C(=O)O)=O)C)=O)CC(C)C (5-{2-[(5-chloro-1H-indol-3-yl)methyl]-7-isobutyl-5-methyl-4,6-dioxo-4,5,6,7-tetrahydro-2H-pyrazolo[3,4-d]pyrimidin-3-yl}-1-methyl -1H-pyrrole-3-carboxylic acid), CN1CCN(CC1)CCCN (3-(4-methylpiperazin-1-yl)propylamine), C(#N)P(OCC)(OCC)=O (diethyl cyanophosphonate). The product is ClC=1C=C2C(=CNC2=CC1)CN1N=C2N(C(N(C(C2=C1C1=CC(=CN1C)C(=O)NCCCN1CCN(CC1)C)=O)C)=O)CC(C)C (5-{2-[(5-chloro-1H-indol-3-yl)methyl]-7-isobutyl-5-methyl-4,6-dioxo-4,5,6,7-tetrahydro-2H-pyrazolo[3,4-d]pyrimidin-3-yl}-1-methyl-N-[3-(4-methylpiperazin-1-yl)propyl]-1H-pyrrole-3-carboxamide). RXN SMILES: [Cl:1][C:2]1[CH:3]=[C:4]2[C:8](=[CH:9][CH:10]=1)[NH:7][CH:6]=[C:5]2[CH2:11][N:12]1[C:20]([C:21]2[N:25]([CH3:26])[CH:24]=[C:23]([C:27]([OH:29])=O)[CH:22]=2)=[C:19]2[C:14]([N:15]([CH2:33][CH:34]([CH3:36])[CH3:35])[C:16](=[O:32])[N:17]([CH3:31])[C:18]2=[O:30])=[N:13]1.[CH3:37][N:38]1[CH2:43][CH2:42][N:41]([CH2:44][CH2:45][CH2:46][NH2:47])[CH2:40][CH2:39]1.C(P(=O)(OCC)OCC)#N>>[Cl:1][C:2]1[CH:3]=[C:4]2[C:8](=[CH:9][CH:10]=1)[NH:7][CH:6]=[C:5]2[CH2:11][N:12]1[C:20]([C:21]2[N:25]([CH3:26])[CH:24]=[C:23]([C:27]([NH:47][CH2:46][CH2:45][CH2:44][N:41]3[CH2:40][CH2:39][N:38]([CH3:37])[CH2:43][CH2:42]3)=[O:29])[CH:22]=2)=[C:19]2[C:14]([N:15]([CH2:33][CH:34]([CH3:35])[CH3:36])[C:16](=[O:32])[N:17]([CH3:31])[C:18]2=[O:30])=[N:13]1. Reported procedure: This compound was synthesized by the reaction of 5-{2-[(5-chloro-1H-indol-3-yl)methyl]-7-isobutyl-5-methyl-4,6-dioxo-4,5,6,7-tetrahydro-2H-pyrazolo[3,4-d]pyrimidin-3-yl}-1-methyl -1H-pyrrole-3-carboxylic acid and 3-(4-methylpiperazin-1-yl)propylamine using diethyl cyanophosphonate as a coupling reagent Mass: 648.20 (M+H). The reactants are BrCCBr, COc1ccc(C2=NN(c3ccc(OCCCCBr)cc3)C(=O)C3CC=CCC23)cc1OC, COc1ccc(C2=NN(c3ccc(O)cc3)C(=O)C3CC=CCC23)cc1OC. The product is COc1ccc(C2=NN(c3ccc(OCCBr)cc3)C(=O)C3CC=CCC23)cc1OC. RXN SMILES: [Br:29][CH2:30][CH2:31][Br:32].[Br:33][CH2:34][CH2:35][CH2:36][CH2:37][O:38][c:39]1[cH:40][cH:41][c:42]([N:43]2[N:44]=[C:45]([c:46]3[cH:47][cH:48][c:49]([O:50][CH3:51])[c:52]([O:53][CH3:54])[cH:55]3)[CH:56]3[CH:57]([CH2:58][CH:59]=[CH:60][CH2:61]3)[C:62]2=[O:63])[cH:64][cH:65]1.[CH3:1][O:2][c:3]1[cH:4][c:5]([C:11]2=[N:12][N:13]([c:22]3[cH:23][cH:24][c:25]([OH:28])[cH:26][cH:27]3)[C:14](=[O:21])[CH:15]3[CH2:16][CH:17]=[CH:18][CH2:19][CH:20]23)[cH:6][cH:7][c:8]1[O:9][CH3:10]>>[CH3:1][O:2][c:3]1[cH:4][c:5]([C:11]2=[N:12][N:13]([c:22]3[cH:23][cH:24][c:25]([O:28][CH2:31][CH2:30][Br:29])[cH:26][cH:27]3)[C:14](=[O:21])[CH:15]3[CH2:16][CH:17]=[CH:18][CH2:19][CH:20]23)[cH:6][cH:7][c:8]1[O:9][CH3:10]. Reactants: BrCCCBr, CCSC1=C(C#N)C(c2ccccc2)(c2ccccc2)C(=O)N1, [H-], [Na+], C1COCCO1. The product is CCSC1=C(C#N)C(c2ccccc2)(c2ccccc2)C(=O)N1CCCBr. Reaction SMILES: [Br:26][CH2:27][CH2:28][CH2:29][Br:30].[CH2:1]([CH3:2])[S:3][C:4]1=[C:8]([C:9]#[N:10])[C:7]([c:11]2[cH:12][cH:13][cH:14][cH:15][cH:16]2)([c:17]2[cH:18][cH:19][cH:20][cH:21][cH:22]2)[C:6](=[O:23])[NH:5]1.[H-:24].[Na+:25].[O:31]1[CH2:32][CH2:33][O:34][CH2:35][CH2:36]1>>[CH2:1]([CH3:2])[S:3][C:4]1=[C:8]([C:9]#[N:10])[C:7]([c:11]2[cH:12][cH:13][cH:14][cH:15][cH:16]2)([c:17]2[cH:18][cH:19][cH:20][cH:21][cH:22]2)[C:6](=[O:23])[N:5]1[CH2:29][CH2:28][CH2:27][Br:26]. Yields the product Cc1nsc(NC(=O)c2nc(Sc3nncn3C)ccc2Sc2ccc(OC3CN(C)C3)cc2)n1. RXN SMILES: [CH2:1]=[O:2].[CH3:42][OH:43].[NH:3]1[CH2:4][CH:5]([O:7][c:8]2[cH:9][cH:10][c:11]([S:14][c:15]3[c:16]([C:28](=[O:29])[NH:30][c:31]4[n:32][c:33]([CH3:36])[n:34][s:35]4)[n:17][c:18]([S:21][c:22]4[n:23][n:24][cH:25][n:26]4[CH3:27])[cH:19][cH:20]3)[cH:12][cH:13]2)[CH2:6]1.[Na+:37].[OH:38][C:39](=[O:40])[O-:41]>>[N:3]1([CH3:39])[CH2:4][CH:5]([O:7][c:8]2[cH:9][cH:10][c:11]([S:14][c:15]3[c:16]([C:28](=[O:29])[NH:30][c:31]4[n:32][c:33]([CH3:36])[n:34][s:35]4)[n:17][c:18]([S:21][c:22]4[n:23][n:24][cH:25][n:26]4[CH3:27])[cH:19][cH:20]3)[cH:12][cH:13]2)[CH2:6]1. Starting materials: C=O, CO, Cc1nsc(NC(=O)c2nc(Sc3nncn3C)ccc2Sc2ccc(OC3CNC3)cc2)n1, [Na+], O=C([O-])O.